This data is from the Open Reaction Database (ORD), a public repository of structured organic reaction records. The task is: describe an organic reaction: reactants, conditions, products, and yield Starting materials: C1(C=2C(C(N1CCCN(CCCC1=NN=NN1C(C1=CC=CC=C1)(C1=CC=CC=C1)C1=CC=CC=C1)C1CCCC3=CC=CC=C13)=O)=CC=CC2)=O (3-[[(3-phthalimido)propyl](1,2,3,4-tetrahydro-1-naphthyl)amino]-1-[1-(triphenylmethyl)tetrazol-5-yl]propane), O.NN (hydrazine monohydrate), BrC1=CC=C(C=C1)N=C=O (4-bromophenyl isocyanate). Solvent: CCO (EtOH). Run at time 3 hour. Product: BrC1=CC=C(C=C1)NC(NCCCN(CCCC1=NN=NN1C(C1=CC=CC=C1)(C1=CC=CC=C1)C1=CC=CC=C1)C1CCCC2=CC=CC=C12)=O (3-[[3-(4-bromophenylureido)propyl](1,2,3,4-tetrahydro-1-naphthyl)amino]-1-[1-(triphenylmethyl)tetrazol-5-yl]propane). Yield: 59.9%. RXN SMILES: C1(=O)[N:5]([CH2:6][CH2:7][CH2:8][N:9]([CH:37]2[C:46]3[C:41](=[CH:42][CH:43]=[CH:44][CH:45]=3)[CH2:40][CH2:39][CH2:38]2)[CH2:10][CH2:11][CH2:12][C:13]2[N:17]([C:18]([C:31]3[CH:36]=[CH:35][CH:34]=[CH:33][CH:32]=3)([C:25]3[CH:30]=[CH:29][CH:28]=[CH:27][CH:26]=3)[C:19]3[CH:24]=[CH:23][CH:22]=[CH:21][CH:20]=3)[N:16]=[N:15][N:14]=2)C(=O)C2=CC=CC=C12.O.NN.[Br:56][C:57]1[CH:62]=[CH:61][C:60]([N:63]=[C:64]=[O:65])=[CH:59][CH:58]=1>CCO>[Br:56][C:57]1[CH:62]=[CH:61][C:60]([NH:63][C:64](=[O:65])[NH:5][CH2:6][CH2:7][CH2:8][N:9]([CH:37]2[C:46]3[C:41](=[CH:42][CH:43]=[CH:44][CH:45]=3)[CH2:40][CH2:39][CH2:38]2)[CH2:10][CH2:11][CH2:12][C:13]2[N:17]([C:18]([C:25]3[CH:26]=[CH:27][CH:28]=[CH:29][CH:30]=3)([C:31]3[CH:32]=[CH:33][CH:34]=[CH:35][CH:36]=3)[C:19]3[CH:24]=[CH:23][CH:22]=[CH:21][CH:20]=3)[N:16]=[N:15][N:14]=2)=[CH:59][CH:58]=1 |f:1.2|. Procedure: To a solution of 3-[[(3-phthalimido)propyl](1,2,3,4-tetrahydro-1-naphthyl)amino]-1-[1-(triphenylmethyl)tetrazol-5-yl]propane (50 mg, 0.073 mmol) in EtOH (1 ml) was added hydrazine monohydrate (17 μl, 0.36 mmol), and the mixture was stirred at RT for 3 h. The reaction mixture was concentrated under vacuum, and then water was added. The mixture was extracted with chloroform, washed with brine, dried over sodium sulfate, and filtered. To the filtrate was added 4-bromophenyl isocyanate (17 mg, 0.088... Reactants: CCCc1c(F)ccc(C#N)c1Cl, [Li+], [Li+], O=C([O-])[O-], CC1NCCC1C(C)(C)O. The product is CCCc1c(N2CCC(C(C)(C)O)C2C)ccc(C#N)c1Cl. Reaction SMILES: [Cl:1][c:2]1[c:3]([C:4]#[N:5])[cH:6][cH:7][c:8]([F:13])[c:9]1[CH2:10][CH2:11][CH3:12].[Li+:24].[Li+:25].[O-:26][C:27](=[O:28])[O-:29].[OH:14][C:15]([CH3:16])([CH3:17])[CH:18]1[CH:19]([CH3:23])[NH:20][CH2:21][CH2:22]1>>[Cl:1][c:2]1[c:3]([C:4]#[N:5])[cH:6][cH:7][c:8]([N:20]2[CH:19]([CH3:23])[CH:18]([C:15]([OH:14])([CH3:16])[CH3:17])[CH2:22][CH2:21]2)[c:9]1[CH2:10][CH2:11][CH3:12]. Reactants: FC1=C(C=CC(=C1)F)CC(=O)N1CCN(CC1)C(=O)OC(C)(C)C (tert-Butyl 4-(2-(2,4-difluorophenyl)acetyl)piperazine-1-carboxylate). The solvent is C1CCOC1 (THF). Reaction conditions: temperature 66 celsius. Yields the product FC1=C(CCN2CCN(CC2)C(=O)OC(C)(C)C)C=CC(=C1)F (tert-Butyl 4-(2,4-Difluorophenethyl)piperazine-1-carboxylate). Yield: 100.3%. RXN SMILES: [F:1][C:2]1[CH:7]=[C:6]([F:8])[CH:5]=[CH:4][C:3]=1[CH2:9][C:10]([N:12]1[CH2:17][CH2:16][N:15]([C:18]([O:20][C:21]([CH3:24])([CH3:23])[CH3:22])=[O:19])[CH2:14][CH2:13]1)=O>C1COCC1>[F:1][C:2]1[CH:7]=[C:6]([F:8])[CH:5]=[CH:4][C:3]=1[CH2:9][CH2:10][N:12]1[CH2:13][CH2:14][N:15]([C:18]([O:20][C:21]([CH3:23])([CH3:24])[CH3:22])=[O:19])[CH2:16][CH2:17]1. Procedure details: tert-Butyl 4-(2-(2,4-difluorophenyl)acetyl)piperazine-1-carboxylate (1.12 g, 3.30 mmol) was dissolved in THF (8.5 mL) and borane-tetrahydrofuran complex (1.0 M, 15.8 mL, 15.8 mmol) was added. The reaction was refluxed at 66° C. The reaction was quenched slowly with methanol (0.4 mL) dropwise. Then, 0.5 M HCl (10.0 mL) was added, and the mixture was extracted with EtOAc (2×100 mL). The organic extracts were dried over Na2SO4, filtered, and concentrated to give a residue that was purified by RP-HP... The reactants are [N+](=O)([O-])C1=C(C=CC=C1)C(C)=O (1-(2-nitrophenyl)ethanone), NC1=C(C(=NN1)C1=CC=C(C=C1)OCC1=CC=CC=C1)C#N (5-amino-3-(4-(benzyloxy)phenyl)-1H-pyrazole-4-carbonitrile), C(#N)C=1C(=NN2C1N=CC=C2C=2C=C(C=CC2)NC(C)=O)C2=CC=C(C=C2)OC2=CC=CC=C2 (N-(3-(3-cyano-2-(4-phenoxyphenyl) pyrazolo[1,5-a]pyrimidin-7-yl)phenyl)acetamide). Yields the product C(C1=CC=CC=C1)OC1=CC=C(C=C1)C1=NN2C(N=CC=C2C2=C(C=CC=C2)[N+](=O)[O-])=C1C#N (2-(4-(Benzyloxy)phenyl)-7-(2-nitrophenyl)pyrazolo[1,5-a]pyrimidine-3-carbonitrile). As a reaction SMILES: [N+:1]([C:4]1[CH:9]=[CH:8][CH:7]=[CH:6][C:5]=1[C:10](=O)[CH3:11])([O-:3])=[O:2].[NH2:13][C:14]1[NH:18][N:17]=[C:16]([C:19]2[CH:24]=[CH:23][C:22]([O:25][CH2:26][C:27]3[CH:32]=[CH:31][CH:30]=[CH:29][CH:28]=3)=[CH:21][CH:20]=2)[C:15]=1[C:33]#[N:34].[C:35](C1C(C2C=CC(OC3C=CC=CC=3)=CC=2)=NN2C(C3C=C(NC(=O)C)C=CC=3)=CC=NC=12)#N>>[CH2:26]([O:25][C:22]1[CH:21]=[CH:20][C:19]([C:16]2[C:15]([C:33]#[N:34])=[C:14]3[N:13]=[CH:35][CH:11]=[C:10]([C:5]4[CH:6]=[CH:7][CH:8]=[CH:9][C:4]=4[N+:1]([O-:3])=[O:2])[N:18]3[N:17]=2)=[CH:24][CH:23]=1)[C:27]1[CH:32]=[CH:31][CH:30]=[CH:29][CH:28]=1. Reported procedure: The desired product was prepared from 1-(2-nitrophenyl)ethanone and 5-amino-3-(4-(benzyloxy)phenyl)-1H-pyrazole-4-carbonitrile according to the procedures similar to those (step 4 and step 5) for N-(3-(3-cyano-2-(4-phenoxyphenyl) pyrazolo[1,5-a]pyrimidin-7-yl)phenyl)acetamide under appropriate conditions recognized by one of ordinary skill in the art.